Dataset: the Open Reaction Database (ORD), a public repository of structured organic reaction records. Task: describe an organic reaction: reactants, conditions, products, and yield Starting materials: BrCC=1C=CC(=NC1)C1=C(C(=O)OCC)C=CC=C1 (ethyl 2-(5-bromomethyl-2-pyridinyl)benzoate), C(CCC)C1=NNC(=N1)CCCC (3,5-dibutyl-1H-1,2,4-triazole), [H-].[Na+] (sodium hydride), [H][H] (hydrogen). Run in CN(C)C=O (DMF), CN(C)C=O (DMF). Reaction conditions: temperature 0 celsius. The product is C(CCC)C1=NN(C(=N1)CCCC)CC=1C=CC(=NC1)C1=C(C(=O)OCC)C=CC=C1 (ethyl 2-[5-[(3,5-dibutyl-1H-1,2,4-triazol-1-yl)methyl]-2-pyridinyl]benzoate). As a reaction SMILES: [CH2:1]([C:5]1[N:9]=[C:8]([CH2:10][CH2:11][CH2:12][CH3:13])[NH:7][N:6]=1)[CH2:2][CH2:3][CH3:4].[H-].[Na+].[H][H].Br[CH2:19][C:20]1[CH:21]=[CH:22][C:23]([C:26]2[CH:36]=[CH:35][CH:34]=[CH:33][C:27]=2[C:28]([O:30][CH2:31][CH3:32])=[O:29])=[N:24][CH:25]=1>CN(C=O)C>[CH2:1]([C:5]1[N:9]=[C:8]([CH2:10][CH2:11][CH2:12][CH3:13])[N:7]([CH2:19][C:20]2[CH:21]=[CH:22][C:23]([C:26]3[CH:36]=[CH:35][CH:34]=[CH:33][C:27]=3[C:28]([O:30][CH2:31][CH3:32])=[O:29])=[N:24][CH:25]=2)[N:6]=1)[CH2:2][CH2:3][CH3:4] |f:1.2|. Procedure details: Under nitrogen, 630 mg (3.5 mmol) of 3,5-dibutyl-1H-1,2,4-triazole from step 3 of Example 1 was added in small portions to 5.4 mmol of sodium hydride in 8 mL of DMF; stirring was continued until hydrogen evolution had ceased. The anion solution was cooled to 0° C. and treated with a solution of the crude ethyl 2-(5-bromomethyl-2-pyridinyl)benzoate from step 7 in 10 mL of DMF. The reaction was stirred at ambient temperature overnight, quench with 1 mL of absolute ethanol, and concentrated in vacu... Starting materials: C(C1=CC=CC=C1)OC1CC=C(CC1)O[Si](C)(C)C(C)(C)C ({[4-(benzyloxy)cyclohex-1-en-1-yl]oxy}(tert-butyl)dimethylsilane), [B-](F)(F)(F)F.[B-](F)(F)(F)F.C1C[N+]2(CC[N+]1(CC2)CCl)F (Selectfluor), C([O-])(O)=O.[Na+] (sodium bicarbonate). Solvent: CN(C)C=O (DMF). Product: C(C1=CC=CC=C1)OC1CC(C(CC1)=O)F (4-(Benzyloxy)-2-fluorocyclohexanone). Reaction SMILES: [CH2:1]([O:8][CH:9]1[CH2:14][CH2:13][C:12]([O:15][Si](C(C)(C)C)(C)C)=[CH:11][CH2:10]1)[C:2]1[CH:7]=[CH:6][CH:5]=[CH:4][CH:3]=1.[B-](F)(F)(F)[F:24].[B-](F)(F)(F)F.C1[N+]2(CCl)CC[N+](F)(CC2)C1.C(=O)(O)[O-].[Na+]>CN(C=O)C>[CH2:1]([O:8][CH:9]1[CH2:14][CH2:13][C:12](=[O:15])[CH:11]([F:24])[CH2:10]1)[C:2]1[CH:7]=[CH:6][CH:5]=[CH:4][CH:3]=1 |f:1.2.3,4.5|. Procedure: To a stirred solution of {[4-(benzyloxy)cyclohex-1-en-1-yl]oxy}(tert-butyl)dimethylsilane (11.5 g, 36.1 mmol) in DMF (75 mL) was added Selectfluor (25.6 g, 72.2 mmol) in small portions at 0° C. After completion of the reaction, the mixture was poured into 5% sodium bicarbonate solution. The resulting mixture was extracted with EtOAc, and the combined organics were washed with brine, dried, and concentrate to afford the title compound. The reactants are C/C(/CO)=C\F ((E)-2-methyl-3-fluoroallyl alcohol), C1(=CC=CC=C1)P(C1=CC=CC=C1)C1=CC=CC=C1 (triphenylphosphine), N(=NC(=O)OCC)C(=O)OCC (diethyl azodicarboxylate), C1(C=2C(C(N1)=O)=CC=CC2)=O (phthalimide). The solvent is C1CCOC1 (THF). Yields the product C1(C=2C(C(N1C\C(=C\F)\C)=O)=CC=CC2)=O ((E)-1-phthalimido-2-methyl-3-fluoro-2-propene). Isolated yield 69.0%. As a reaction SMILES: [CH3:1]/[C:2](=[CH:5]\[F:6])/[CH2:3]O.C1(P(C2C=CC=CC=2)C2C=CC=CC=2)C=CC=CC=1.N(C(OCC)=O)=NC(OCC)=O.[C:38]1(=[O:48])[NH:42][C:41](=[O:43])[C:40]2=[CH:44][CH:45]=[CH:46][CH:47]=[C:39]12>C1COCC1>[C:38]1(=[O:48])[N:42]([CH2:1]/[C:2](/[CH3:3])=[CH:5]/[F:6])[C:41](=[O:43])[C:40]2=[CH:44][CH:45]=[CH:46][CH:47]=[C:39]12. Reported procedure: A solution of (E)-2-methyl-3-fluoroallyl alcohol (prepared in Step D) (17.11 g), triphenylphosphine (49.80 g), diethyl azodicarboxylate (33.06 g) and phthalimide (27.93 g) in THF (500 ml) is stirred at room temperature overnight. The THF is evaporated and the oily residue is extracted three times with hexane giving a powdery solid which is subsequently extracted three times with ether. The combined extracts are evaporated and the residue (63 g) is purified by chromatography on silica gel (950 g)... The reactants are OC1CCNCC=2C1=NC=1C=CC=CC1C2 (5-hydroxy-2,3,4,5-tetrahydro-1H-azepino[4,3-b]quinoline), ClC(=O)OCC (ethyl chloroformate). Product: C(C)OC(=O)N1CC=2C(=NC=3C=CC=CC3C2)C(CC1)OC(=O)OCC (5-(Ethoxy-carbonyloxy)-2,3,4,5-tetrahydro-1H-2-azepino [4,3-b]quinoline-carboxylic acid ethyl ester). Isolated yield 80.0%. RXN SMILES: [OH:1][CH:2]1[C:8]2=[N:9][C:10]3[CH:11]=[CH:12][CH:13]=[CH:14][C:15]=3[CH:16]=[C:7]2[CH2:6][NH:5][CH2:4][CH2:3]1.Cl[C:18]([O:20][CH2:21][CH3:22])=[O:19]>>[CH2:21]([O:20][C:18]([N:5]1[CH2:4][CH2:3][CH:2]([O:1][C:18]([O:20][CH2:21][CH3:22])=[O:19])[C:8]2=[N:9][C:10]3[CH:11]=[CH:12][CH:13]=[CH:14][C:15]=3[CH:16]=[C:7]2[CH2:6]1)=[O:19])[CH3:22]. Procedure: 5-(Ethoxy-carbonyloxy)-2,3,4,5-tetrahydro-1H-2-azepino [4,3-b]quinoline-carboxylic acid ethyl ester was prepared from 5-hydroxy-2,3,4,5-tetrahydro-1H-azepino[4,3-b]quinoline and ethyl chloroformate analogous to Example 63. Reactants: ClC=1C=CC(=C(C=O)C1)OC1CCCC1 (5-Chloro-2-cyclopentoxybenzaldehyde), Cl.C(C)N (ethylamine hydrochloride), Cl (hydrochloric acid), resultant mixture, C(#N)[BH3-].[Na+] (sodium cyanoborohydride), [OH-].[Na+] (sodium hydroxide). The solvent is CO (methanol), C(C)(=O)O (acetic acid). Run at temperature 70 celsius. The product is C(C)NCC1=C(C=CC(=C1)Cl)OC1CCCC1 (N-Ethyl 5-chloro-2-(cyclopentoxy)benzylamine). The yield is 80.5%. RXN SMILES: [Cl:1][C:2]1[CH:3]=[CH:4][C:5]([O:10][CH:11]2[CH2:15][CH2:14][CH2:13][CH2:12]2)=[C:6]([CH:9]=1)[CH:7]=O.Cl.[CH2:17]([NH2:19])[CH3:18].C([BH3-])#N.[Na+].Cl.[OH-].[Na+]>CO.C(O)(=O)C>[CH2:17]([NH:19][CH2:7][C:6]1[CH:9]=[C:2]([Cl:1])[CH:3]=[CH:4][C:5]=1[O:10][CH:11]1[CH2:15][CH2:14][CH2:13][CH2:12]1)[CH3:18] |f:1.2,3.4,6.7|. Procedure details: 5-Chloro-2-cyclopentoxybenzaldehyde (9.35 g, 41.6 mmol) and ethylamine hydrochloride (18.6 g, 229 mmol) in methanol (100 ml) for 30 minutes at ambient temperatures, following which sodium cyanoborohydride (5.6 g, 88 mmol) was added and the reaction left to reflux at 70 ° C. for 70 hours with periodic acidification to pH 6 using glacial acetic acid. Normal hydrochloric acid (100 ml) was added in a dropwise fashion and the resultant mixture basified with 2 normal sodium hydroxide solution until a ...